From a dataset of the Open Reaction Database (ORD), a public repository of structured organic reaction records. describe an organic reaction: reactants, conditions, products, and yield The reactants are FC1=C(C=CC(=C1)F)C1=CC(=CC(=C1)N1C=NC=2C1=NC=C(C2)Br)N (N-(2′,4′-difluoro-5-((6-bromo)-3H-imidazo[4,5-b]pyridin-3-yl)-[1,1′-biphenyl]-3-yl)amine), N1=CC=CC=C1 (pyridine), CN(S(=O)(=O)Cl)C (dimethylsulfamoyl chloride). The solvent is C(Cl)Cl (DCM). Conditions: time 16 hour. The product is FC1=C(C=CC(=C1)F)C1=CC(=CC(=C1)N1C=NC=2C1=NC=C(C2)Br)N(S(NC)(=O)=O)C (N-(2′,4′-difluoro-5-((6-bromo)-3H-imidazo[4,5-b]pyridin-3-yl)-[1,1′-biphenyl]-3-yl)-N,N′-dimethylsulfuric diamide). Yield: 55.0%. As a reaction SMILES: [F:1][C:2]1[CH:7]=[C:6]([F:8])[CH:5]=[CH:4][C:3]=1[C:9]1[CH:14]=[C:13]([N:15]2[C:19]3=[N:20][CH:21]=[C:22]([Br:24])[CH:23]=[C:18]3[N:17]=[CH:16]2)[CH:12]=[C:11]([NH2:25])[CH:10]=1.N1C=CC=C[CH:27]=1.[CH3:32][N:33](C)[S:34](Cl)(=[O:36])=[O:35]>C(Cl)Cl>[F:1][C:2]1[CH:7]=[C:6]([F:8])[CH:5]=[CH:4][C:3]=1[C:9]1[CH:14]=[C:13]([N:15]2[C:19]3=[N:20][CH:21]=[C:22]([Br:24])[CH:23]=[C:18]3[N:17]=[CH:16]2)[CH:12]=[C:11]([N:25]([CH3:27])[S:34](=[O:36])(=[O:35])[NH:33][CH3:32])[CH:10]=1. Procedure: To a solution of N-(2′,4′-difluoro-5-((6-bromo)-3H-imidazo[4,5-b]pyridin-3-yl)-[1,1′-biphenyl]-3-yl)amine (3.0 g, 7.48 mmol) in DCM (10 ml) was added pyridine (3 ml, 37.9 mmol, 2 eq.) followed by dimethylsulfamoyl chloride (1.6 g, 11.22 mmol, 1.5 eq.). The mixture was stirred for 16 h and quenched and extracted as in Example 1(d). The solvent was distilled off to afford the crude product which was purified by preparative HPLC to give the title product in 55% yield (2.1 g). Reactants: O (water), Br.OC=1C=C2CNCC2=CC1O (5,6-dihydroxyisoindoline hydrobromide), C(=O)[O-].[Na+] (sodium formate), C=O (formalin). The solvent is C(=O)O (formic acid). Reaction conditions: temperature 80 celsius, time 4 hour. Product: OC=1C=C2CN(CC2=CC1O)C (5,6-dihydroxy-2-methylisoindoline). Isolated yield 72.3%. RXN SMILES: Br.[OH:2][C:3]1[CH:4]=[C:5]2[C:9](=[CH:10][C:11]=1[OH:12])[CH2:8][NH:7][CH2:6]2.[CH:13]([O-])=O.[Na+].C=O.O>C(O)=O>[OH:2][C:3]1[CH:4]=[C:5]2[C:9](=[CH:10][C:11]=1[OH:12])[CH2:8][N:7]([CH3:13])[CH2:6]2 |f:0.1,2.3|. Procedure: 15.39 g (66 mmol) of 5,6-dihydroxyisoindoline hydrobromide and 4.48 g (66 mmol) of sodium formate were dissolved in 100 ml of a 50% formic acid aqueous solution, and then 5.17 ml (70 mmol) of 37% formalin was added thereto. The mixture was stirred at 80° C. for 4 hours. Then, the solvent was distilled off under reduced pressure, and the residue was dissolved in 200 ml of water and subjected to active carbon treatment. The active carbon was filtered off, and the filtrate was stirred under cooling... Reactants: [Al+3], O=C(O)c1cc(O)ccc1Cl, Cl, [H-], [H-], [H-], [H-], [Li+], C1CCOC1, C1CCOC1, O. The product is OCc1cc(O)ccc1Cl. RXN SMILES: [Al+3:2].[Cl:7][c:8]1[c:9]([C:10](=[O:11])[OH:12])[cH:13][c:14]([OH:17])[cH:15][cH:16]1.[ClH:18].[H-:1].[H-:4].[H-:5].[H-:6].[Li+:3].[O:19]1[CH2:20][CH2:21][CH2:22][CH2:23]1.[O:24]1[CH2:25][CH2:26][CH2:27][CH2:28]1.[OH2:29]>>[Cl:7][c:8]1[c:9]([CH2:10][OH:11])[cH:13][c:14]([OH:17])[cH:15][cH:16]1. The reactants are CC=1C(=CC2=C(CCO2)C1)C1=CC=CC=C1 (2,3-Dihydro-5-methyl-6-phenyl-benzofuran), C=1(C(=CC(=CC1)C)O)C(C)C (p-cymol). The reagents and catalysts are [Pd] (palladium on charcoal). The product is CC=1C(=CC2=C(C=CO2)C1)C1=CC=CC=C1 (5-Methyl-6-phenyl-benzofuran). RXN SMILES: [CH3:1][C:2]1[C:3]([C:11]2[CH:16]=[CH:15][CH:14]=[CH:13][CH:12]=2)=[CH:4][C:5]2[O:9][CH2:8][CH2:7][C:6]=2[CH:10]=1.C1(C(C)C)C(O)=CC(C)=CC=1>[Pd]>[CH3:1][C:2]1[C:3]([C:11]2[CH:12]=[CH:13][CH:14]=[CH:15][CH:16]=2)=[CH:4][C:5]2[O:9][CH:8]=[CH:7][C:6]=2[CH:10]=1. Reported procedure: 830 mg of 2,3-Dihydro-5-methyl-6-phenyl-benzofuran and 100 mg of palladium on charcoal are refluxed for 48 hours in 10 ml of freshly distilled p-cymol. After cooling, the mixture is filtered through talc and the filtrate evaporated. The residue is chromatographed on 15 g of Kieselgel. 5-Methyl-6-phenyl-benzofuran is eluted with toluene as a uniformly oily liquid. Product: C1(CC1)[C@@H](COC)N[C@@H](C)C1=CC=CC=C1 ((5)-1-cyclopropyl-2-methoxy-N-[(S)-1-phenylethyl]-ethanamine). RXN SMILES: [CH:1]1([C@H:4]([NH:7][C@H:8]([C:10]2[CH:15]=[CH:14][CH:13]=[CH:12][CH:11]=2)[CH3:9])[CH2:5][OH:6])[CH2:3][CH2:2]1.[H-].[Na+].[CH3:18]I>C1COCC1>[CH:1]1([C@H:4]([NH:7][C@H:8]([C:10]2[CH:11]=[CH:12][CH:13]=[CH:14][CH:15]=2)[CH3:9])[CH2:5][O:6][CH3:18])[CH2:3][CH2:2]1 |f:1.2|. Reported procedure: To a solution of (S)-2-cyclopropyl-2-[(S)-1-phenylethylamino]ethanol (29.2 g, 0.143 mol) in THF (700 mL) at 0° C. was added NaH (6.29 g, 0.157 mol, 60% dispersion in mineral oil). The cooling bath was removed and the reaction mixture was allowed to warm to room temperature and was stirred at room temperature for 30 min. Methyl iodide (20.30 g, 0.143 mol) was then added dropwise via syringe. Some warming occurred soon after the addition was complete. The temperature of the reaction mixture was co... Reaction conditions: time 30 minute. Run in C1CCOC1 (THF). The reactants are C1(CC1)[C@@H](CO)N[C@@H](C)C1=CC=CC=C1 ((S)-2-cyclopropyl-2-[(S)-1-phenylethylamino]ethanol), [H-].[Na+] (NaH), CI (Methyl iodide). Yield: 84.6%. Reactants: C(C)(=O)O[BH-](OC(C)=O)OC(C)=O.[Na+] (sodium triacetoxyborohydride), C1=NC=CC2=C(C=CC=C12)NC1CCC(CC1)=O (4-(5-Isoquinolylamino)-1-cyclohexanone), C1=NC=CC2=C(C=CC=C12)NC1CCC(CC1)=O (4-(5-Isoquinolylamino)-1-cyclohexanone), C1(=CC=CC=C1)CCN (2-phenylethylamine), Cl.CO (Hydrochloric acid methanol). Solvent: CO (methanol). Run at time 18 hour. Yields the product C1=NC=CC2=C(C=CC=C12)NC1CCC(CC1)NCCC1=CC=CC=C1 (N1-(5-Isoquinolyl)-N4-phenylethyl-1,4-cyclohexanediamine). The yield is 27.8%. As a reaction SMILES: [CH:1]1[C:10]2[C:5](=[C:6]([NH:11][CH:12]3[CH2:17][CH2:16][C:15](=O)[CH2:14][CH2:13]3)[CH:7]=[CH:8][CH:9]=2)[CH:4]=[CH:3][N:2]=1.[C:19]1([CH2:25][CH2:26][NH2:27])[CH:24]=[CH:23][CH:22]=[CH:21][CH:20]=1.C(O[BH-](OC(=O)C)OC(=O)C)(=O)C.[Na+].Cl.CO>CO>[CH:1]1[C:10]2[C:5](=[C:6]([NH:11][CH:12]3[CH2:17][CH2:16][CH:15]([NH:27][CH2:26][CH2:25][C:19]4[CH:24]=[CH:23][CH:22]=[CH:21][CH:20]=4)[CH2:14][CH2:13]3)[CH:7]=[CH:8][CH:9]=2)[CH:4]=[CH:3][N:2]=1 |f:2.3,4.5|. Procedure: 4-(5-Isoquinolylamino)-1-cyclohexanone (intermediate 4) (60 mg) and 2-phenylethylamine (61 mg) were dissolved in methanol (1 ml), and sodium triacetoxyborohydride (105 mg) was added by portions to the solution at room temperature. The reaction mixture was stirred at room temperature for 18 hr. Hydrochloric acid-methanol was then added thereto, and the reaction mixture was stirred and was then concentrated. The residue was purified by HPLC [0.5% aqueous trifluoroacetic acid solution/acetonitrile]... Reactants: N#N (N2), C(C)(C)(C)OC(N(C=1N=C(OC1)CCCCC(C)=O)C(=O)C=1N=C(OC1C=1C=C(C=CC1)C)C)=O ((2-methyl-5-m-tolyl-oxazole-4-carbonyl)-[2-(5-oxo-hexyl)-oxazol-4-yl]-carbamic acid tert-butyl ester), FC(C(=O)O)(F)F (trifluoroacetic acid). The solvent is C(Cl)Cl (CH2Cl2). Run at time 16 hour. Yields the product O=C(CCCCC=1OC=C(N1)NC(=O)C=1N=C(OC1C=1C=C(C=CC1)C)C)C (2-Methyl-5-m-tolyl-oxazole-4-carboxylic acid [2-(5-oxo-hexyl)-oxazol-4-yl]-amide). As a reaction SMILES: N#N.C(OC(=O)[N:9]([C:22]([C:24]1[N:25]=[C:26]([CH3:36])[O:27][C:28]=1[C:29]1[CH:30]=[C:31]([CH3:35])[CH:32]=[CH:33][CH:34]=1)=[O:23])[C:10]1[N:11]=[C:12]([CH2:15][CH2:16][CH2:17][CH2:18][C:19](=[O:21])[CH3:20])[O:13][CH:14]=1)(C)(C)C.FC(F)(F)C(O)=O>C(Cl)Cl>[O:21]=[C:19]([CH3:20])[CH2:18][CH2:17][CH2:16][CH2:15][C:12]1[O:13][CH:14]=[C:10]([NH:9][C:22]([C:24]2[N:25]=[C:26]([CH3:36])[O:27][C:28]=2[C:29]2[CH:30]=[C:31]([CH3:35])[CH:32]=[CH:33][CH:34]=2)=[O:23])[N:11]=1. Reported procedure: In a flame dried round-bottomed flask equipped with a magnetic stir bar and under inert atmosphere (N2), a solution of (2-methyl-5-m-tolyl-oxazole-4-carbonyl)-[2-(5-oxo-hexyl)-oxazol-4-yl]-carbamic acid tert-butyl ester (50 mg, 0.10 mmol) in dry CH2Cl2 (1.0 mL) was treated at 0° C. with trifluoroacetic acid (0.08 mL, 1.07 mmol). After stirring at rt for 16 h, the reaction mixture was quenched with sat. aq. NaHCO3, extracted with CH2Cl2 (3×10 mL) and the combined org. extracts were dried over Na2... Starting materials: CCO, CCOC(=O)c1cccc(Cc2cc(Cl)ccc2OCc2ccc(Cl)cc2F)n1, [Na+], [OH-]. Product: O=C([O-])c1cccc(Cc2cc(Cl)ccc2OCc2ccc(Cl)cc2F)n1, [Na+]. As a reaction SMILES: [CH3:32][CH2:33][OH:34].[Cl:1][c:2]1[cH:3][cH:4][c:5]([O:20][CH2:21][c:22]2[c:23]([F:29])[cH:24][c:25]([Cl:28])[cH:26][cH:27]2)[c:6]([CH2:8][c:9]2[cH:10][cH:11][cH:12][c:13]([C:15](=[O:16])[O:17][CH2:18][CH3:19])[n:14]2)[cH:7]1.[Na+:31].[OH-:30]>>[Cl:1][c:2]1[cH:3][cH:4][c:5]([O:20][CH2:21][c:22]2[c:23]([F:29])[cH:24][c:25]([Cl:28])[cH:26][cH:27]2)[c:6]([CH2:8][c:9]2[cH:10][cH:11][cH:12][c:13]([C:15](=[O:16])[O-:17])[n:14]2)[cH:7]1.[Na+:31]. Starting materials: CO, CC(C)OC(C)C, [Na+], [Na+], O=Cc1cccc(Oc2ccccc2)c1, O, O=S([O-])S(=O)(=O)[O-]. Yields the product O=Cc1cccc(Oc2ccccc2)c1, O=S([O-])O. Reaction SMILES: [CH3:25][OH:26].[CH:28]([O:29][CH:30]([CH3:31])[CH3:32])([CH3:33])[CH3:34].[Na+:8].[Na+:9].[O:10]([c:11]1[cH:12][cH:13][cH:14][cH:15][cH:16]1)[c:17]1[cH:18][c:19]([CH:20]=[O:21])[cH:22][cH:23][cH:24]1.[OH2:27].[S:1](=[O:2])(=[O:3])([O-:4])[S:5]([O-:6])=[O:7]>>[O:10]([c:11]1[cH:12][cH:13][cH:14][cH:15][cH:16]1)[c:17]1[cH:18][c:19]([CH:20]=[O:21])[cH:22][cH:23][cH:24]1.[S:1](=[O:2])([O-:3])[OH:4].